From a dataset of the Open Reaction Database (ORD), a public repository of structured organic reaction records. describe an organic reaction: reactants, conditions, products, and yield The reactants are CC1(OC(CC(C1)C(=O)O)(C)C)C (2,2,6,6-tetramethyl-tetrahydro-pyran-4-carboxylic acid), N1N=NC2=C1C=CC=C2 (benzotriazole), S(=O)(Cl)Cl (thionyl chloride). Solvent: C(Cl)Cl (DCM). Run at time 8 hour. Yields the product N1(N=NC2=C1C=CC=C2)C(=O)C2CC(OC(C2)(C)C)(C)C (Benzotriazol-1-yl-(2,2,6,6-tetramethyl-tetrahydro-pyran-4-yl)-methanone). Reaction SMILES: [CH3:1][C:2]1([CH3:13])[CH2:7][CH:6]([C:8]([OH:10])=O)[CH2:5][C:4]([CH3:12])([CH3:11])[O:3]1.[NH:14]1[C:18]2[CH:19]=[CH:20][CH:21]=[CH:22][C:17]=2[N:16]=[N:15]1.S(Cl)(Cl)=O>C(Cl)Cl>[N:14]1([C:8]([CH:6]2[CH2:5][C:4]([CH3:12])([CH3:11])[O:3][C:2]([CH3:1])([CH3:13])[CH2:7]2)=[O:10])[C:18]2[CH:19]=[CH:20][CH:21]=[CH:22][C:17]=2[N:16]=[N:15]1. Procedure details: To a mixture of 2,2,6,6-tetramethyl-tetrahydro-pyran-4-carboxylic acid (1.4 g, 6.8 mmol) and benzotriazole (2.4 g, 20.3 mmol) in 34 mL of DCM was added thionyl chloride (0.55 mL, 7.4 mmol) dropwise and the mixture was allowed to stir for 8 hrs at RT. The mixture was filtered to remove the ppt and the filtrate washed with saturated NaHCO3 (2×40 mL) and then brine (50 mL). The organic layer was dried over Na2SO4 and concentrated to give 1.9 g (97%) of a white ppt. Starting materials: [N+](=O)([O-])C1=C(C=C(C=C1)N1CCC(CC1)N1CCN(CC1)C(=O)OC(C)(C)C)OCC(F)(F)F (1,1-Dimethylethyl 4-(1-{4-nitro-3-[(2,2,2-trifluoroethyl)oxy]phenyl}-4-piperidinyl)-1-piperazinecarboxylate), C(=O)(C(F)(F)F)O (TFA). The solvent is C(Cl)Cl (DCM). Run at temperature 0 celsius. The product is [N+](=O)([O-])C1=C(C=C(C=C1)N1CCC(CC1)N1CCNCC1)OCC(F)(F)F (1-(1-{4-nitro-3-[(2,2,2-trifluoroethyl)oxy]phenyl}-4-piperidinyl)piperazine). Isolated yield 82.0%. Reaction SMILES: [N+:1]([C:4]1[CH:9]=[CH:8][C:7]([N:10]2[CH2:15][CH2:14][CH:13]([N:16]3[CH2:21][CH2:20][N:19](C(OC(C)(C)C)=O)[CH2:18][CH2:17]3)[CH2:12][CH2:11]2)=[CH:6][C:5]=1[O:29][CH2:30][C:31]([F:34])([F:33])[F:32])([O-:3])=[O:2].C(O)(C(F)(F)F)=O>C(Cl)Cl>[N+:1]([C:4]1[CH:9]=[CH:8][C:7]([N:10]2[CH2:11][CH2:12][CH:13]([N:16]3[CH2:17][CH2:18][NH:19][CH2:20][CH2:21]3)[CH2:14][CH2:15]2)=[CH:6][C:5]=1[O:29][CH2:30][C:31]([F:34])([F:33])[F:32])([O-:3])=[O:2]. Procedure: 1,1-Dimethylethyl 4-(1-{4-nitro-3-[(2,2,2-trifluoroethyl)oxy]phenyl}-4-piperidinyl)-1-piperazinecarboxylate (1.35 g, 2.76 mmol) was dissolved in 40 mL of DCM with stirring. TFA (10.0 mL, 130 mmol) was added via syringe, and the reaction was stirred for 3 h and cooled to 0° C. The reaction was quenched with 20 mL of 6N NaOH (aqueous). Saturated NaHCO3 (aqueous) was added until the pH was approximately 9. The mixture was poured into H2O and DCM. The layers were separated, and the aqueous layer was... Starting materials: CCO, Clc1ccc(C(=CCCc2cccc(Oc3ccccc3)c2)C2CC2)cc1. The product is Clc1ccc(C(CCCc2cccc(Oc3ccccc3)c2)C2CC2)cc1. As a reaction SMILES: [CH3:28][CH2:29][OH:30].[Cl:1][c:2]1[cH:3][cH:4][c:5]([C:8](=[CH:9][CH2:10][CH2:11][c:12]2[cH:13][c:14]([O:18][c:19]3[cH:20][cH:21][cH:22][cH:23][cH:24]3)[cH:15][cH:16][cH:17]2)[CH:25]2[CH2:26][CH2:27]2)[cH:6][cH:7]1>>[Cl:1][c:2]1[cH:3][cH:4][c:5]([CH:8]([CH2:9][CH2:10][CH2:11][c:12]2[cH:13][c:14]([O:18][c:19]3[cH:20][cH:21][cH:22][cH:23][cH:24]3)[cH:15][cH:16][cH:17]2)[CH:25]2[CH2:26][CH2:27]2)[cH:6][cH:7]1. The reactants are C(C)OC(C)OC1=CC=C(C=C)C=C1 (p-(1-ethoxyethoxy)styrene), N1=CC=CC=C1 (pyridine). Run in O1CCOCC1 (1,4-dioxane). The product is C#CC1=CC=C(C=C1)O (poly(p-hydroxystyrene)), C(=C)OCC (ethyl vinyl ether). As a reaction SMILES: [CH2:1]([O:3][CH:4]([O:6][C:7]1[CH:14]=[CH:13][C:10]([CH:11]=[CH2:12])=[CH:9][CH:8]=1)[CH3:5])[CH3:2].N1C=CC=CC=1>O1CCOCC1>[CH:12]#[C:11][C:10]1[CH:13]=[CH:14][C:7]([OH:6])=[CH:8][CH:9]=1.[CH:1]([O:3][CH2:4][CH3:5])=[CH2:2]. Procedure: To a solution of poly(p-hydroxystyrene) (4.0 g) obtained in above (2) and ethyl vinyl ether (1.5 g) in a mixed solvent (35 ml) of pyridine and 1,4-dioxane, a catalytic amount of p-toluenesulfonic acid was added and reacted with stirring at room temperature for 24 hours. The reaction mixture was poured into H2O (1 liter) and a white solid was precipitated. The polymer was filtered, washed with H2O and dried under reduced pressure to afford 5.0 g of the desired product as a white powder having Mw ... The reactants are O=C1CCC(=O)N1Br, O=[N+]([O-])c1ccc(Cl)cc1CO, ClCCl, c1ccc(P(c2ccccc2)c2ccccc2)cc1. Yields the product O=[N+]([O-])c1ccc(Cl)cc1CBr. Reaction SMILES: [Br:32][N:33]1[C:34](=[O:35])[CH2:36][CH2:37][C:38]1=[O:39].[Cl:1][c:2]1[cH:3][cH:4][c:5]([N+:10](=[O:11])[O-:12])[c:6]([CH2:7][OH:8])[cH:9]1.[Cl:40][CH2:41][Cl:42].[c:13]1([P:14]([c:15]2[cH:16][cH:17][cH:18][cH:19][cH:20]2)[c:21]2[cH:22][cH:23][cH:24][cH:25][cH:26]2)[cH:27][cH:28][cH:29][cH:30][cH:31]1>>[Cl:1][c:2]1[cH:3][cH:4][c:5]([N+:10](=[O:11])[O-:12])[c:6]([CH2:7][Br:32])[cH:9]1. The reactants are O=C([O-])[O-], C[Si](C)(C)C#Cc1cc(-c2cc(-c3ccc(CN4CCCCC4)cc3)cnc2F)c(N)cn1, CO, ClCCl, [K+], [K+]. The product is C#Cc1cc(-c2cc(-c3ccc(CN4CCCCC4)cc3)cnc2F)c(N)cn1. RXN SMILES: [C:34](=[O:35])([O-:36])[O-:37].[CH3:1][Si:2]([CH3:3])([CH3:4])[C:5]#[C:6][c:7]1[cH:8][c:9](-[c:14]2[c:15]([F:33])[n:16][cH:17][c:18](-[c:20]3[cH:21][cH:22][c:23]([CH2:26][N:27]4[CH2:28][CH2:29][CH2:30][CH2:31][CH2:32]4)[cH:24][cH:25]3)[cH:19]2)[c:10]([NH2:13])[cH:11][n:12]1.[CH3:40][OH:41].[Cl:42][CH2:43][Cl:44].[K+:38].[K+:39]>>[CH:5]#[C:6][c:7]1[cH:8][c:9](-[c:14]2[c:15]([F:33])[n:16][cH:17][c:18](-[c:20]3[cH:21][cH:22][c:23]([CH2:26][N:27]4[CH2:28][CH2:29][CH2:30][CH2:31][CH2:32]4)[cH:24][cH:25]3)[cH:19]2)[c:10]([NH2:13])[cH:11][n:12]1. Reactants: CC(C)CC(OC(c1ccccc1)c1ccc(C(=O)N2CCNCC2)cc1)C(=O)NCC#N, O=C([O-])[O-], CS(=O)(=O)Cl, ClCCl, [Cs+], [Cs+], CN(C)C=O. Yields the product CC(C)CC(OC(c1ccccc1)c1ccc(C(=O)N2CCN(S(C)(=O)=O)CC2)cc1)C(=O)NCC#N. RXN SMILES: [C:1](#[N:2])[CH2:3][NH:4][C:5]([CH:6]([CH2:7][CH:8]([CH3:9])[CH3:10])[O:11][CH:12]([c:13]1[cH:14][cH:15][c:16]([C:19](=[O:20])[N:21]2[CH2:22][CH2:23][NH:24][CH2:25][CH2:26]2)[cH:17][cH:18]1)[c:27]1[cH:28][cH:29][cH:30][cH:31][cH:32]1)=[O:33].[C:39](=[O:40])([O-:41])[O-:42].[CH3:34][S:35](=[O:36])(=[O:37])[Cl:38].[Cl:50][CH2:51][Cl:52].[Cs+:43].[Cs+:44].[O:45]=[CH:46][N:47]([CH3:48])[CH3:49]>>[C:1](#[N:2])[CH2:3][NH:4][C:5]([CH:6]([CH2:7][CH:8]([CH3:9])[CH3:10])[O:11][CH:12]([c:13]1[cH:14][cH:15][c:16]([C:19](=[O:20])[N:21]2[CH2:22][CH2:23][N:24]([S:35]([CH3:34])(=[O:36])=[O:37])[CH2:25][CH2:26]2)[cH:17][cH:18]1)[c:27]1[cH:28][cH:29][cH:30][cH:31][cH:32]1)=[O:33]. Starting materials: C(C)(C)(C)C1=CC(=NO1)NC(=O)[C@H]1N(C(CC1)=O)C=1C=C(C(=O)O)C=CC1 (3-[(S)-2-(5-tert-butyl-isoxazol-3-ylcarbamoyl)-5-oxo-pyrrolidin-1-yl]-benzoic acid), ClCCl (dichloromethane), CN (methylamine). The product is C(C)(C)(C)C1=CC(=NO1)NC(=O)[C@H]1N(C(CC1)=O)C1=CC(=CC=C1)C(NC)=O ((S)-1-(3-methylcarbamoyl-phenyl)-5-oxo-pyrrolidine-2-carboxylic acid (5-tert-butyl-isoxazol-3-yl)-amide). RXN SMILES: [C:1]([C:5]1[O:9][N:8]=[C:7]([NH:10][C:11]([C@@H:13]2[CH2:17][CH2:16][C:15](=[O:18])[N:14]2[C:19]2[CH:20]=[C:21]([CH:25]=[CH:26][CH:27]=2)[C:22](O)=[O:23])=[O:12])[CH:6]=1)([CH3:4])([CH3:3])[CH3:2].ClCCl.[CH3:31][NH2:32]>>[C:1]([C:5]1[O:9][N:8]=[C:7]([NH:10][C:11]([C@@H:13]2[CH2:17][CH2:16][C:15](=[O:18])[N:14]2[C:19]2[CH:27]=[CH:26][CH:25]=[C:21]([C:22](=[O:23])[NH:32][CH3:31])[CH:20]=2)=[O:12])[CH:6]=1)([CH3:2])([CH3:4])[CH3:3]. Reported procedure: To a stirred solution of 3-[(S)-2-(5-tert-butyl-isoxazol-3-ylcarbamoyl)-5-oxo-pyrrolidin-1-yl]-benzoic acid (75 mg, 0.2 mmol) in dichloromethane (1 mL) 1-ethyl-3-(3-dimethyllaminopropyl)carbodiimide hydrochloride (EDC hydrochloride) (42 mg, 0.22 mmol) is added at room temperature. After 5 minutes methylamine (0.5 mL of 2 M solution in tetrahydrofuran, 1 mmol) is added. After 2 h solvent is removed in vacuo and the crude is purified by chromatography over silica gel eluting with methanol/dichloro... The reactants are COc1cc(Br)ccc1C#N, O=C([O-])[O-], [Cs+], [Cs+], O=C(C=Cc1ccccc1)C=Cc1ccccc1, O=C(C=Cc1ccccc1)C=Cc1ccccc1, O=C(C=Cc1ccccc1)C=Cc1ccccc1, CC1NC(=O)CC1(C)O, [Pd], [Pd], CC1(C)c2cccc(P(c3ccccc3)c3ccccc3)c2Oc2c(P(c3ccccc3)c3ccccc3)cccc21. The product is COc1cc(N2C(=O)CC(C)(O)C2C)ccc1C#N. Reaction SMILES: [Br:1][c:2]1[cH:3][c:4]([O:10][CH3:11])[c:5]([C:6]#[N:7])[cH:8][cH:9]1.[C:63](=[O:64])([O-:65])[O-:66].[Cs+:67].[Cs+:68].[O:107]=[C:108]([CH:109]=[CH:110][c:111]1[cH:112][cH:113][cH:114][cH:115][cH:116]1)[CH:117]=[CH:118][c:119]1[cH:120][cH:121][cH:122][cH:123][cH:124]1.[O:71]=[C:72]([CH:73]=[CH:74][c:75]1[cH:76][cH:77][cH:78][cH:79][cH:80]1)[CH:81]=[CH:82][c:83]1[cH:84][cH:85][cH:86][cH:87][cH:88]1.[O:89]=[C:90]([CH:91]=[CH:92][c:93]1[cH:94][cH:95][cH:96][cH:97][cH:98]1)[CH:99]=[CH:100][c:101]1[cH:102][cH:103][cH:104][cH:105][cH:106]1.[OH:12][C:13]1([CH3:20])[CH2:14][C:15](=[O:19])[NH:16][CH:17]1[CH3:18].[Pd:69].[Pd:70].[c:21]1([P:22]([c:23]2[cH:24][cH:25][cH:26][cH:27][cH:28]2)[c:29]2[c:30]3[c:54]([cH:55][cH:56][cH:57]2)[C:51]([CH3:52])([CH3:53])[c:33]2[c:32]([c:37]([P:38]([c:39]4[cH:40][cH:41][cH:42][cH:43][cH:44]4)[c:45]4[cH:46][cH:47][cH:48][cH:49][cH:50]4)[cH:36][cH:35][cH:34]2)[O:31]3)[cH:58][cH:59][cH:60][cH:61][cH:62]1>>[c:2]1([N:16]2[C:15](=[O:19])[CH2:14][C:13]([OH:12])([CH3:20])[CH:17]2[CH3:18])[cH:3][c:4]([O:10][CH3:11])[c:5]([C:6]#[N:7])[cH:8][cH:9]1.